Dataset: the Open Reaction Database (ORD), a public repository of structured organic reaction records. Task: describe an organic reaction: reactants, conditions, products, and yield The reactants are Cc1ccccc1-c1cc(Cl)ncc1C(=O)N(C)Cc1cc(C(F)(F)F)cc(C(F)(F)F)c1, NCCO. The product is Cc1ccccc1-c1cc(NCCO)ncc1C(=O)N(C)Cc1cc(C(F)(F)F)cc(C(F)(F)F)c1. Reaction SMILES: [F:1][C:2]([c:3]1[cH:4][c:5]([CH2:6][N:7]([C:8]([c:9]2[cH:10][n:11][c:12]([Cl:22])[cH:13][c:14]2-[c:15]2[c:16]([CH3:21])[cH:17][cH:18][cH:19][cH:20]2)=[O:23])[CH3:24])[cH:25][c:26]([C:28]([F:29])([F:30])[F:31])[cH:27]1)([F:32])[F:33].[NH2:34][CH2:35][CH2:36][OH:37]>>[F:1][C:2]([c:3]1[cH:4][c:5]([CH2:6][N:7]([C:8]([c:9]2[cH:10][n:11][c:12]([NH:34][CH2:35][CH2:36][OH:37])[cH:13][c:14]2-[c:15]2[c:16]([CH3:21])[cH:17][cH:18][cH:19][cH:20]2)=[O:23])[CH3:24])[cH:25][c:26]([C:28]([F:29])([F:30])[F:31])[cH:27]1)([F:32])[F:33]. Reactants: COC(=O)C1=C(C=C(C=C1)NC(C)=O)NC(CC(C)C1=CC2=CC=CC=C2C=C1)=O (3-(naphth-2-yl)-butanoic acid-N-(2-methoxycarbonyl-5-acetylamino-phenyl)-amide), [OH-].[Na+] (sodium hydroxide). Solvent: CO (methanol). Product: C(=O)(O)C1=C(C=C(C=C1)NC(C)=O)NC(CC(C)C1=CC2=CC=CC=C2C=C1)=O (3-(naphth-2-yl)-butanoic acid-N-(2-carboxy-5-acetylamino-phenyl)-amide). Reaction SMILES: C[O:2][C:3]([C:5]1[CH:10]=[CH:9][C:8]([NH:11][C:12](=[O:14])[CH3:13])=[CH:7][C:6]=1[NH:15][C:16](=[O:30])[CH2:17][CH:18]([C:20]1[CH:29]=[CH:28][C:27]2[C:22](=[CH:23][CH:24]=[CH:25][CH:26]=2)[CH:21]=1)[CH3:19])=[O:4].[OH-].[Na+]>CO>[C:3]([C:5]1[CH:10]=[CH:9][C:8]([NH:11][C:12](=[O:14])[CH3:13])=[CH:7][C:6]=1[NH:15][C:16](=[O:30])[CH2:17][CH:18]([C:20]1[CH:29]=[CH:28][C:27]2[C:22](=[CH:23][CH:24]=[CH:25][CH:26]=2)[CH:21]=1)[CH3:19])([OH:4])=[O:2] |f:1.2|. Reported procedure: Prepared analogously to Example 2 from 3-(naphth-2-yl)-butanoic acid-N-(2-methoxycarbonyl-5-acetylamino-phenyl)-amide and sodium hydroxide solution in methanol. Starting materials: CC(C)(C)[Si](C)(C)Cl (TBDMSCl), O (water), hexanes EtOAc, hexanes EtOAc, C(C)OC(=O)[C@H]1N[C@@H]1CO ((S,S) 3-hydroxymethylaziridine-2-carboxylic acid ethyl ester). The reagents and catalysts are CN(C)C=1C=CN=CC1 (DMAP). Run in C(Cl)Cl (CH2Cl2), C(Cl)Cl (CH2Cl2). Conditions: temperature 0 celsius, time 1 hour. Yields the product C(C)OC(=O)C1NC1CO[Si](C)(C)C(C)(C)C (3-(tert-Butyldimethylsilanyloxymethyl)-aziridine-2-carboxylic Acid Ethyl Ester). The yield is 99.0%. RXN SMILES: [CH2:1]([O:3][C:4]([C@@H:6]1[C@@H:8]([CH2:9][OH:10])[NH:7]1)=[O:5])[CH3:2].[CH3:11][C:12]([Si:15](Cl)([CH3:17])[CH3:16])([CH3:14])[CH3:13].O>CN(C1C=CN=CC=1)C.C(Cl)Cl>[CH2:1]([O:3][C:4]([CH:6]1[CH:8]([CH2:9][O:10][Si:15]([C:12]([CH3:14])([CH3:13])[CH3:11])([CH3:17])[CH3:16])[NH:7]1)=[O:5])[CH3:2]. Procedure details: In a flame dried flask equipped with a magnetic stirring rod and a rubber septum with a N2 inlet was added (S,S) 3-hydroxymethylaziridine-2-carboxylic acid ethyl ester (296 mg, 2.04 mmol) and 12 ml of CH2Cl2. The reaction vessel was cooled to 0° C. then TBDMSCl (377 mg, 2.50 mmol) and DMAP (623 mg, 5.1 mmol) was added. The reaction was allowed to stir for 1 hour at 0° C. then at room temperature until the reaction was completed according to TLC (Rf=0.65; 7:3 hexanes/EtOAc). The reaction was dilu... Reactants: COC(C1=CC(=CC=C1)N1S(N(C(C1)=O)CC1=C(C=C(C=C1)OC)OC)(=O)=O)=O (3-[5-(2,4-dimethoxybenzyl)-1,1,4-trioxo-1,2,5-thiadiazolidin-2-yl]benzoic acid methyl ester). Solvent: C(=O)(C(F)(F)F)O.C(Cl)Cl (TFA CH2Cl2). Conditions: time 20 minute. Yields the product COC(C1=CC(=CC=C1)N1S(NC(C1)=O)(=O)=O)=O (3-(1,1,4-trioxo-1,2,5-thiadiazolidin-2-yl)benzoic acid methyl ester). As a reaction SMILES: [CH3:1][O:2][C:3](=[O:29])[C:4]1[CH:9]=[CH:8][CH:7]=[C:6]([N:10]2[CH2:14][C:13](=[O:15])[N:12](CC3C=CC(OC)=CC=3OC)[S:11]2(=[O:28])=[O:27])[CH:5]=1>C(O)(C(F)(F)F)=O.C(Cl)Cl>[CH3:1][O:2][C:3](=[O:29])[C:4]1[CH:9]=[CH:8][CH:7]=[C:6]([N:10]2[CH2:14][C:13](=[O:15])[NH:12][S:11]2(=[O:28])=[O:27])[CH:5]=1 |f:1.2|. Procedure: A solution of the title A compound, 3-[5-(2,4-dimethoxybenzyl)-1,1,4-trioxo-1,2,5-thiadiazolidin-2-yl]benzoic acid methyl ester is stirred in 2 mL of TFA/CH2Cl2 (1:1) at RT for 16 h. The volatiles are evaporated and the residue is stirred in 4 mL of MeCN/water (1:1) for 20 min. The mixture is filtered through a 0.2 μM Acrodisc and evaporated. The residue is triturated from Et2O at −50° C. to give 3-(1,1,4-trioxo-1,2,5-thiadiazolidin-2-yl)benzoic acid methyl ester as a pink solid: [M−1]−=269. The reactants are FC(C(=O)NC1=CC=C(C=C1)C1=NC=C(C(=N1)O)C(=O)O)(F)F (2-[4-(trifluoroacetylamino)phenyl]-4-hydroxy-5-pyrimidine carboxylic acid), C(=O)(N1C=NC=C1)N1C=NC=C1 (carbonyldiimidazole). The solvent is O1CCCC1 (tetrahydrofuran). Conditions: time 2 hour. Product: [N-]1C=NC=C1.FC(C(=O)NC1=CC=C(C=C1)C1=NC=C(C(=N1)O)C(=O)O)(F)F (2-[4-(trifluoroacetylamino)phenyl]-4-hydroxy-5-pyrimidine carboxylic acid imidazolide). Yield: 135.6%. Reaction SMILES: [F:1][C:2]([F:23])([F:22])[C:3]([NH:5][C:6]1[CH:11]=[CH:10][C:9]([C:12]2[N:17]=[C:16]([OH:18])[C:15]([C:19]([OH:21])=[O:20])=[CH:14][N:13]=2)=[CH:8][CH:7]=1)=[O:4].C(N1C=CN=C1)(N1C=CN=C1)=O>O1CCCC1>[N-:17]1[CH:16]=[CH:15][N:13]=[CH:12]1.[F:23][C:2]([F:1])([F:22])[C:3]([NH:5][C:6]1[CH:11]=[CH:10][C:9]([C:12]2[N:17]=[C:16]([OH:18])[C:15]([C:19]([OH:21])=[O:20])=[CH:14][N:13]=2)=[CH:8][CH:7]=1)=[O:4] |f:3.4|. Reported procedure: A mixture of 17.0 g (52 mmol) of the above pyrimidine acid, 16.85 g (104 mmol) of carbonyldiimidazole, and 170 ml tetrahydrofuran is stirred at 44°-50° for 35 min and at room temperature for 2 hrs. The solid is filtered, washed with tetrahydrofuran and ether, and dried overnight at 45° under reduced pressure to give 13.9 g of 2-[4-(trifluoroacetylamino)phenyl]-4-hydroxy-5-pyrimidine carboxylic acid imidazolide. The product is ClCCNC(=C[N+](=O)[O-])SC (1-(2-chloroethyl)amino-1-methylthio-2-nitroethene). Isolated yield 57.6%. Reaction SMILES: C(O)C.[CH3:4][S:5]([C:7](SC)=[CH:8][N+:9]([O-:11])=[O:10])=O.Cl.[Cl:15][CH2:16][CH2:17][NH2:18]>C(N(CC)CC)C>[Cl:15][CH2:16][CH2:17][NH:18][C:7]([S:5][CH3:4])=[CH:8][N+:9]([O-:11])=[O:10] |f:2.3|. Reported procedure: With 10 ml of ethanol was mixed 1.6 g of 1-methylsulfinyl-1-methylthio-2-nitroethene, and 1.2 g of 2-chloroethylamine hydrochloride was then added thereto, after which 1.0 g of triethylamine was added dropwise at -20° C. in a nitrogen atmosphere. After they were subjected to reaction at the same temperature for 2 hours and then gradually heated to room temperature. After completion of the reaction, the solvent was removed by distillation under reduced pressure, and 20 ml of ethyl acetate was add... Solvent: C(C)N(CC)CC (triethylamine). Reactants: C(C)O (ethanol), CS(=O)C(=C[N+](=O)[O-])SC (1-methylsulfinyl-1-methylthio-2-nitroethene), Cl.ClCCN (2-chloroethylamine hydrochloride). Reactants: CCOC(C)=O, CN(C)C=O, N#CCCl, [H-], [Na+], O=C(Cc1ccccc1)NC1CNC1=O. The product is N#CCN1CC(NC(=O)Cc2ccccc2)C1=O. RXN SMILES: [CH3:22][CH2:23][O:24][C:25](=[O:26])[CH3:27].[CH3:28][N:29]([CH3:30])[CH:31]=[O:32].[Cl:16][CH2:17][C:18]#[N:19].[H-:20].[Na+:21].[c:1]1([CH2:7][C:8](=[O:9])[NH:10][CH:11]2[C:12](=[O:15])[NH:13][CH2:14]2)[cH:2][cH:3][cH:4][cH:5][cH:6]1>>[c:1]1([CH2:7][C:8](=[O:9])[NH:10][CH:11]2[C:12](=[O:15])[N:13]([CH2:17][C:18]#[N:19])[CH2:14]2)[cH:2][cH:3][cH:4][cH:5][cH:6]1.